This data is from the Open Reaction Database (ORD), a public repository of structured organic reaction records. The task is: describe an organic reaction: reactants, conditions, products, and yield Reactants: [Li]CCCC, Cc1ccccc1, O=C1CCC(=O)N1Cl, Sc1ccc(Cl)cc1, C1CCOC1, c1ccsc1, [Li]c1cccs1. The product is Clc1ccc(Sc2cccs2)cc1. RXN SMILES: [CH2:23]([Li:24])[CH2:25][CH2:26][CH3:27].[CH3:33][c:34]1[cH:35][cH:36][cH:37][cH:38][cH:39]1.[Cl:1][N:2]1[C:3](=[O:4])[CH2:5][CH2:6][C:7]1=[O:8].[Cl:9][c:10]1[cH:11][cH:12][c:13]([SH:16])[cH:14][cH:15]1.[O:40]1[CH2:41][CH2:42][CH2:43][CH2:44]1.[cH:28]1[cH:29][s:30][cH:31][cH:32]1.[s:17]1[c:18]([Li:22])[cH:19][cH:20][cH:21]1>>[Cl:9][c:10]1[cH:11][cH:12][c:13]([S:16][c:18]2[s:17][cH:21][cH:20][cH:19]2)[cH:14][cH:15]1. Starting materials: CC(=O)O[BH-](OC(C)=O)OC(C)=O, C1CCOC1, CS(=O)(=O)CCN, CC(=O)O, CCN(C(C)C)C(C)C, Cl, [Na+], [Na+], O=Cc1ccc(-c2ccc3nc[nH]c(=O)c3c2)o1, [OH-], O. The product is CS(=O)(=O)CCNCc1ccc(-c2ccc3nc[nH]c(=O)c3c2)o1. As a reaction SMILES: [C:40]([O:41][BH-:42]([O:43][C:44](=[O:45])[CH3:46])[O:47][C:48](=[O:49])[CH3:50])(=[O:51])[CH3:52].[CH2:56]1[O:57][CH2:58][CH2:59][CH2:60]1.[CH3:20][S:21](=[O:22])(=[O:23])[CH2:24][CH2:25][NH2:26].[CH3:27][C:28](=[O:29])[OH:30].[CH:31]([N:32]([CH2:33][CH3:34])[CH:35]([CH3:36])[CH3:37])([CH3:38])[CH3:39].[ClH:19].[Na+:53].[Na+:55].[O:1]=[c:2]1[nH:3][cH:4][n:5][c:6]2[cH:7][cH:8][c:9](-[c:12]3[cH:13][cH:14][c:15]([CH:17]=[O:18])[o:16]3)[cH:10][c:11]12.[OH-:54].[OH2:61]>>[O:1]=[c:2]1[nH:3][cH:4][n:5][c:6]2[cH:7][cH:8][c:9](-[c:12]3[cH:13][cH:14][c:15]([CH2:17][NH:26][CH2:25][CH2:24][S:21]([CH3:20])(=[O:22])=[O:23])[o:16]3)[cH:10][c:11]12. Starting materials: BrC1=CC=2C(=NC=C(N2)CCC2=CC(=CC(=C2)OC)OC)N1 (6-bromo-2-[2-(3,5-dimethoxyphenyl)ethyl]-5H-pyrrolo[2,3-b]pyrazine), CC1(OB(OC1(C)C)C1=CC(=NC=C1)N1CCNCC1)C (1-[4-(4,4,5,5-tetramethyl-1,3,2-dioxaborolan-2-yl)pyridin-2-yl]piperazine). Product: COC=1C=C(CCC=2N=C3C(=NC2)NC(=C3)C3=CC(=NC=C3)N3CCNCC3)C=C(C1)OC (2-(3,5-Dimethoxyphenethyl)-6-(2-(piperazin-1-yl)pyridin-4-yl)-5H-pyrrolo[2,3-b]pyrazine). Reaction SMILES: Br[C:2]1[NH:22][C:5]2=[N:6][CH:7]=[C:8]([CH2:10][CH2:11][C:12]3[CH:17]=[C:16]([O:18][CH3:19])[CH:15]=[C:14]([O:20][CH3:21])[CH:13]=3)[N:9]=[C:4]2[CH:3]=1.CC1(C)C(C)(C)OB([C:31]2[CH:36]=[CH:35][N:34]=[C:33]([N:37]3[CH2:42][CH2:41][NH:40][CH2:39][CH2:38]3)[CH:32]=2)O1>>[CH3:21][O:20][C:14]1[CH:13]=[C:12]([CH:17]=[C:16]([O:18][CH3:19])[CH:15]=1)[CH2:11][CH2:10][C:8]1[N:9]=[C:4]2[CH:3]=[C:2]([C:31]3[CH:36]=[CH:35][N:34]=[C:33]([N:37]4[CH2:38][CH2:39][NH:40][CH2:41][CH2:42]4)[CH:32]=3)[NH:22][C:5]2=[N:6][CH:7]=1. Procedure: The compound was prepared by using procedure analogous to those described for the synthesis of Example 53, Step 2 starting from 6-bromo-2-[2-(3,5-dimethoxyphenyl)ethyl]-5H-pyrrolo[2,3-b]pyrazine and 1-[4-(4,4,5,5-tetramethyl-1,3,2-dioxaborolan-2-yl)pyridin-2-yl]piperazine (from Aldrich). LCMS calculated for C25H29N6O2 (M+H)+: m/z=445.2. Found 445.2.